From a dataset of the Open Reaction Database (ORD), a public repository of structured organic reaction records. describe an organic reaction: reactants, conditions, products, and yield Starting materials: S(=O)(=O)(Cl)Cl (Sulphuryl chloride), CSC1CC(N1C(C(=O)OC)=C1SCC(S1)(O)C(F)(F)F)=O (methyl 2-(4-methylthio-2-azetidinon-1-yl)-2-(4-trifluoromethyl-4-hydroxy-1,3-dithiolan-2-ylidene)acetate). The solvent is C(Cl)Cl (methylene chloride). Yields the product ClC1CC(N1C(C(=O)OC)=C1SCC(S1)(O)C(F)(F)F)=O (methyl 2-(4-chloro-2-azetidinon-1-yl)-2-(4-trifluoromethyl-4-hydroxy-1,3-dithiolan-2-ylidene)acetate). RXN SMILES: S(Cl)([Cl:4])(=O)=O.CS[CH:8]1[N:11]([C:12](=[C:17]2[S:21][C:20]([C:23]([F:26])([F:25])[F:24])([OH:22])[CH2:19][S:18]2)[C:13]([O:15][CH3:16])=[O:14])[C:10](=[O:27])[CH2:9]1>C(Cl)Cl>[Cl:4][CH:8]1[N:11]([C:12](=[C:17]2[S:21][C:20]([C:23]([F:26])([F:25])[F:24])([OH:22])[CH2:19][S:18]2)[C:13]([O:15][CH3:16])=[O:14])[C:10](=[O:27])[CH2:9]1. Procedure details: Sulphuryl chloride (59.7 mg, 35.8 μl, 0.442 mmole) was added to a solution of methyl 2-(4-methylthio-2-azetidinon-1-yl)-2-(4-trifluoromethyl-4-hydroxy-1,3-dithiolan-2-ylidene)acetate (166 mg, 0.442 mmole) in methylene chloride (3 ml) at room temperature, with stirring. After this addition, the solution was stirred for 3 minutes and then the solvent was distilled off to give the crude methyl 2-(4-chloro-2-azetidinon-1-yl)-2-(4-trifluoromethyl-4-hydroxy-1,3-dithiolan-2-ylidene)acetate. This 4-chlo...